The task is: describe an organic reaction: reactants, conditions, products, and yield. This data is from the Open Reaction Database (ORD), a public repository of structured organic reaction records. Starting materials: ClC1=NC(=CN=C1)F (2-chloro-6-fluoropyrazine), C(CCCCCCC)OC1=CC=C(C=C1)B(O)O (4-octyloxyphenylboronic acid), C([O-])([O-])=O.[Na+].[Na+] (sodium carbonate), C(C)O (ethanol). The reagents and catalysts are C=1C=CC(=CC1)[P](C=2C=CC=CC2)(C=3C=CC=CC3)[Pd]([P](C=4C=CC=CC4)(C=5C=CC=CC5)C=6C=CC=CC6)([P](C=7C=CC=CC7)(C=8C=CC=CC8)C=9C=CC=CC9)[P](C=1C=CC=CC1)(C=1C=CC=CC1)C=1C=CC=CC1 (tetrakis(triphenylphosphine)palladium(0)). Run in C1=CC=CC=C1 (benzene), O (water). Product: FC1=NC(=CN=C1)C1=CC=C(C=C1)OCCCCCCCC (2-fluoro-6-(4-octyloxyphenyl)pyrazine). The yield is 94.7%. As a reaction SMILES: Cl[C:2]1[CH:7]=[N:6][CH:5]=[C:4]([F:8])[N:3]=1.[CH2:9]([O:17][C:18]1[CH:23]=[CH:22][C:21](B(O)O)=[CH:20][CH:19]=1)[CH2:10][CH2:11][CH2:12][CH2:13][CH2:14][CH2:15][CH3:16].C(=O)([O-])[O-].[Na+].[Na+].C(O)C>C1C=CC=CC=1.C1C=CC([P]([Pd]([P](C2C=CC=CC=2)(C2C=CC=CC=2)C2C=CC=CC=2)([P](C2C=CC=CC=2)(C2C=CC=CC=2)C2C=CC=CC=2)[P](C2C=CC=CC=2)(C2C=CC=CC=2)C2C=CC=CC=2)(C2C=CC=CC=2)C2C=CC=CC=2)=CC=1.O>[F:8][C:4]1[CH:5]=[N:6][CH:7]=[C:2]([C:21]2[CH:22]=[CH:23][C:18]([O:17][CH2:9][CH2:10][CH2:11][CH2:12][CH2:13][CH2:14][CH2:15][CH3:16])=[CH:19][CH:20]=2)[N:3]=1 |f:2.3.4,^1:45,47,66,85|. Procedure: 7.99 g (60.0 mmol) of 2-chloro-6-fluoropyrazine, 15.08 g (60.0 mmol) of 4-octyloxyphenylboronic acid, 12.78 g (120.0 mmol) of sodium carbonate and 0.72 g (0.6 mmol) of tetrakis(triphenylphosphine)palladium(0) are heated at 80° C. for 2 hours in 400 ml of benzene, 300 ml of ethanol and 150 ml of water. The reaction mixture is partitioned between aqueous sodium chloride solution and ether, the organic phase is washed with aqueous sodium chloride solution, dried over sodium sulfate, filtered and fr... Starting materials: C(C)(C)OC(=O)C=1C(CN2C1SCC2CC(=O)OC)C (methyl (7-isopropoxycarbonyl-6-methyl-2,3,5,6- tetrahydropyrrolo[2,1-b]thiazol-3-yl-)acetate), aqueous solution, CN (monomethylamine). Conditions: time 20 hour. Product: CNC(CC1N2C(SC1)=C(C(C2)C)C(=O)OC(C)C)=O (N-Methyl-(7-isopropoxycarbonyl-6-methyl-2,3,5,6-tetrahydropyrrolo[2,1-b]thiazol-3-yl)acetamide). As a reaction SMILES: [CH:1]([O:4][C:5]([C:7]1[CH:8]([CH3:20])[CH2:9][N:10]2[CH:14]([CH2:15][C:16](OC)=[O:17])[CH2:13][S:12][C:11]=12)=[O:6])([CH3:3])[CH3:2].[CH3:21][NH2:22]>>[CH3:21][NH:22][C:16](=[O:17])[CH2:15][CH:14]1[CH2:13][S:12][C:11]2=[C:7]([C:5]([O:4][CH:1]([CH3:3])[CH3:2])=[O:6])[CH:8]([CH3:20])[CH2:9][N:10]12. Reported procedure: To 4.5 g of methyl (7-isopropoxycarbonyl-6-methyl-2,3,5,6- tetrahydropyrrolo[2,1-b]thiazol-3-yl-)acetate was added 100 ml of a 40% aqueous solution of monomethylamine. The mixture was stirred at room temperature for 20 hours. After distilling off the monomethylamine, the residue was extracted with chloroform. The chloroform layer was washed with a saturated aqueous solution of sodium chloride and dried over anhydrous sodium sulfate. After distilling off the solvent, 4.1 g of the title compound w... The reactants are N([C@@H](CC(N)=O)C(=O)N[C@@H]([C@H](O)C)C(=O)OCC1=CC=CC=C1)C(=O)OC(C)(C)C (Boc-Asn-Thr-OBzl), Boc-Nle-ONB, N([C@@H](CCCC)C(=O)O)C(=O)OC(C)(C)C (Boc-Nle-OH), C1C2C=CC1C3C2C(=O)N(C3=O)O (HONB), C1CCC(CC1)N=C=NC2CCCCC2 (DCC). The solvent is CN(C)C=O (DMF), TEA, C(=O)(C(F)(F)F)O (TFA). Conditions: time 10 minute. Product: N([C@@H](CCCC)C(=O)N[C@@H](CC(N)=O)C(=O)N[C@@H]([C@H](O)C)C(=O)OCC1=CC=CC=C1)C(=O)OC(C)(C)C (Boc-Nle-Asn-Thr-OBzl). Reaction SMILES: [NH:1]([C:24]([O:26]C(C)(C)C)=O)[C@H:2]([C:7]([NH:9][C@H:10]([C:14]([O:16][CH2:17][C:18]1[CH:23]=[CH:22][CH:21]=[CH:20][CH:19]=1)=[O:15])[C@@H:11]([CH3:13])[OH:12])=[O:8])[CH2:3][C:4](=[O:6])[NH2:5].[NH:31]([C:40]([O:42][C:43]([CH3:46])([CH3:45])[CH3:44])=[O:41])[C@H:32](C(O)=O)[CH2:33][CH2:34][CH2:35][CH3:36].C1C2C3C(=O)N(O)C(=O)C3C1C=C2.C1CCC(N=C=NC2CCCCC2)CC1>C(O)(C(F)(F)F)=O.CN(C=O)C>[NH:31]([C:40]([O:42][C:43]([CH3:44])([CH3:46])[CH3:45])=[O:41])[C@H:32]([C:24]([NH:1][C@H:2]([C:7]([NH:9][C@H:10]([C:14]([O:16][CH2:17][C:18]1[CH:19]=[CH:20][CH:21]=[CH:22][CH:23]=1)=[O:15])[C@@H:11]([CH3:13])[OH:12])=[O:8])[CH2:3][C:4](=[O:6])[NH2:5])=[O:26])[CH2:33][CH2:34][CH2:35][CH3:36]. Procedure: Boc-Asn-Thr-OBzl (3.1 g) was dissolved in TFA (30 ml), and the solution was allowed to stand at room temperature for 10 minutes, and the solvent was evaporated. The residue was triturated with ether to give powders, which were dissolved in DMF (30 ml) together with TEA (1.5 ml) and to this was added Boc-Nle-ONB which was prepared from Boc-Nle-OH (1.69 g), HONB (1.50 g) and DCC (1.73 g). The mixture was stirred at room temperature for 15 hours and the solvent was evaporated. The residue was tritu...